From a dataset of the Open Reaction Database (ORD), a public repository of structured organic reaction records. describe an organic reaction: reactants, conditions, products, and yield Reactants: [Br-], CC(C)=CCCBr, CC=CC(=O)OC, CS(C)=O, CC(C)=CCC[N+](=O)[O-], O=N[O-], [Na+]. Yields the product COC(=O)CC(C)C(CC=C(C)C)[N+](=O)[O-]. As a reaction SMILES: [Br-:8].[Br:1][CH2:2][CH2:3][CH:4]=[C:5]([CH3:6])[CH3:7].[C:22]([CH:23]=[CH:24][CH3:25])(=[O:26])[O:27][CH3:28].[CH3:29][S:30]([CH3:31])=[O:32].[CH3:9][C:10]([CH3:11])=[CH:12][CH2:13][CH2:14][N+:15](=[O:16])[O-:17].[N:18]([O-:19])=[O:20].[Na+:21]>>[CH3:9][C:10]([CH3:11])=[CH:12][CH2:13][CH:14]([N+:15](=[O:16])[O-:17])[CH:24]([CH2:23][C:22](=[O:26])[O:27][CH3:28])[CH3:25]. The reactants are TEA, FC(C=1C=C(C(=O)Cl)C=CC1)(F)F (3-(trifluoromethyl)benzoyl chloride), NC=1C=CC(=C(/C=C/C2=CSC3=C2N=CN=C3N)C1)C ((E)-7-(5-amino-2-methylstyryl)thieno[3,2-d]pyrimidine-4-amine). The solvent is C(C)(=O)OCC (ethyl acetate), C1CCOC1 (THF). Reaction conditions: time 4 hour. The product is NC=1C2=C(N=CN1)C(=CS2)/C=C/C=2C=C(C=CC2C)NC(C2=CC(=CC=C2)C(F)(F)F)=O ((E)-N-(3-(2-(4-aminothieno[3,2-d]pyrimidine-7-yl)vinyl)-4-methylphenyl)-3-(trifluoromethyl)benzamide). The yield is 85.8%. As a reaction SMILES: [NH2:1][C:2]1[CH:3]=[CH:4][C:5]([CH3:20])=[C:6]([CH:19]=1)/[CH:7]=[CH:8]/[C:9]1[C:13]2[N:14]=[CH:15][N:16]=[C:17]([NH2:18])[C:12]=2[S:11][CH:10]=1.[F:21][C:22]([F:33])([F:32])[C:23]1[CH:24]=[C:25]([CH:29]=[CH:30][CH:31]=1)[C:26](Cl)=[O:27]>C1COCC1.C(OCC)(=O)C>[NH2:18][C:17]1[C:12]2[S:11][CH:10]=[C:9](/[CH:8]=[CH:7]/[C:6]3[CH:19]=[C:2]([NH:1][C:26](=[O:27])[C:25]4[CH:29]=[CH:30][CH:31]=[C:23]([C:22]([F:21])([F:32])[F:33])[CH:24]=4)[CH:3]=[CH:4][C:5]=3[CH3:20])[C:13]=2[N:14]=[CH:15][N:16]=1. Procedure: (E)-7-(5-amino-2-methylstyryl)thieno[3,2-d]pyrimidine-4-amine (100 mg, 0.354 mmol) was dissolved in anhydrous THF, TEA (0.1 mL, 0.709 mmol) and 3-(trifluoromethyl)benzoyl chloride (81 mg, 0.390 mmol) were added thereto at room temperature and stirred for 4 hours. The reaction mixture was diluted with ethyl acetate and washed with brine. The organic layer was dried with MgSO4, filtered and concentrated. The resulting mixture was purified by silica gel chromatography to obtain the title compound (... Reactants: FC1=CC=C(C(=O)Cl)C=C1 (4-fluorobenzoyl chloride), NC1=CC=C(C=C1)C(CCC(=O)OC)=O (4-(4-amino-phenyl)-4-oxo-butyric acid, methyl ester). Product: FC1=CC=C(C(=O)NC2=CC=C(C=C2)C(CCC(=O)O)=O)C=C1 (4-[4-(4-fluoro-benzoylamino)-phenyl]-4-oxo-butyric acid). Yield: 27.8%. As a reaction SMILES: [F:1][C:2]1[CH:10]=[CH:9][C:5]([C:6](Cl)=[O:7])=[CH:4][CH:3]=1.[NH2:11][C:12]1[CH:17]=[CH:16][C:15]([C:18](=[O:25])[CH2:19][CH2:20][C:21]([O:23]C)=[O:22])=[CH:14][CH:13]=1>>[F:1][C:2]1[CH:10]=[CH:9][C:5]([C:6]([NH:11][C:12]2[CH:13]=[CH:14][C:15]([C:18](=[O:25])[CH2:19][CH2:20][C:21]([OH:23])=[O:22])=[CH:16][CH:17]=2)=[O:7])=[CH:4][CH:3]=1. Procedure: In a manner similar to that described in Example 3, 4-fluorobenzoyl chloride (0.053 g, 0.00033 mol) was allowed to react with 4-(4-amino-phenyl)-4-oxo-butyric acid, methyl ester (0.052 g, 0.00025 mol) (Example 1, Step (c)), and the resulting intermediate was hydrolyzed to give 0.0219 g of 4-[4-(4-fluoro-benzoylamino)-phenyl]-4-oxo-butyric acid as an off-white solid; mp 253-255.° C. The reactants are [BH4-].[Na+] (sodium borohydride), C1(CC1)N1C=C(C(C2=C(C(=C(C=C12)N1CC(NCC1)C)F)C)=O)C(=O)O (1-Cyclopropyl-6-fluoro-7-(3-methyl-1-piperazinyl)5-methyl-1,4-dihydro-4-oxoquinoline-3-carboxylic acid), Cl (hydrochloric acid). The solvent is CO (methanol). Product: C1(CC1)N1CCC(C2=C(C(=C(C=C12)N1CC(NCC1)C)F)C)=O (1-cyclopropyl-6-fluoro-7-(3-methyl-1-piperazinyl)-5-methyl-4-oxo-1,2,3,4-tetrahydroquinoline). Yield: 89.2%. RXN SMILES: [CH:1]1([N:4]2[C:13]3[C:8](=[C:9]([CH3:22])[C:10]([F:21])=[C:11]([N:14]4[CH2:19][CH2:18][NH:17][CH:16]([CH3:20])[CH2:15]4)[CH:12]=3)[C:7](=[O:23])[C:6](C(O)=O)=[CH:5]2)[CH2:3][CH2:2]1.[BH4-].[Na+].Cl>CO>[CH:1]1([N:4]2[C:13]3[C:8](=[C:9]([CH3:22])[C:10]([F:21])=[C:11]([N:14]4[CH2:19][CH2:18][NH:17][CH:16]([CH3:20])[CH2:15]4)[CH:12]=3)[C:7](=[O:23])[CH2:6][CH2:5]2)[CH2:2][CH2:3]1 |f:1.2|. Reported procedure: 1-Cyclopropyl-6-fluoro-7-(3-methyl-1-piperazinyl)5-methyl-1,4-dihydro-4-oxoquinoline-3-carboxylic acid (8.0 g) is added to methanol (450 ml), and thereto is added gradually sodium borohydride (3.4 g) with stirring under ice cooling. The mixture is stirred at room temperature for one hour. After the reaction is finished, the reaction mixture is adjusted to about pH 1 with conc. hydrochloric acid and then refluxed for 30 minutes, and thereafter methanol is distilled off under reduced pressure. To ... Starting materials: C1CCOC1, CCOC(=O)Cn1c2c(c3cc(Cl)c(Cl)cc31)CCN(C(=O)OC(C)(C)C)CC2, Cl, [K+], [OH-], O. Product: CC(C)(C)OC(=O)N1CCc2c(n(CC(=O)O)c3cc(Cl)c(Cl)cc23)CC1. As a reaction SMILES: [CH2:34]1[O:35][CH2:36][CH2:37][CH2:38]1.[Cl:3][c:4]1[c:5]([Cl:31])[cH:6][c:7]2[c:8]3[c:9]([n:10]([CH2:13][C:14](=[O:15])[O:16][CH2:17][CH3:18])[c:11]2[cH:12]1)[CH2:19][CH2:20][N:21]([C:24](=[O:25])[O:26][C:27]([CH3:28])([CH3:29])[CH3:30])[CH2:22][CH2:23]3.[ClH:32].[K+:2].[OH-:1].[OH2:33]>>[Cl:3][c:4]1[c:5]([Cl:31])[cH:6][c:7]2[c:8]3[c:9]([n:10]([CH2:13][C:14](=[O:15])[OH:16])[c:11]2[cH:12]1)[CH2:19][CH2:20][N:21]([C:24](=[O:25])[O:26][C:27]([CH3:28])([CH3:29])[CH3:30])[CH2:22][CH2:23]3. Yields the product O=C(NCN1CC=C(c2ccccn2)CC1)c1cccc(C(F)(F)F)c1. As a reaction SMILES: [C:27](=[O:28])([O-:29])[O-:30].[CH2:33]([OH:34])[CH3:35].[ClH:1].[F:14][C:15]([c:16]1[cH:17][c:18]([C:19](=[O:20])[NH2:21])[cH:22][cH:23][cH:24]1)([F:25])[F:26].[K+:31].[K+:32].[n:2]1[c:3]([C:8]2=[CH:13][CH2:12][NH:11][CH2:10][CH2:9]2)[cH:4][cH:5][cH:6][cH:7]1>>[n:2]1[c:3]([C:8]2=[CH:13][CH2:12][N:11]([CH2:27][NH:21][C:19]([c:18]3[cH:17][c:16]([C:15]([F:14])([F:25])[F:26])[cH:24][cH:23][cH:22]3)=[O:20])[CH2:10][CH2:9]2)[cH:4][cH:5][cH:6][cH:7]1. Starting materials: O=C([O-])[O-], CCO, Cl, NC(=O)c1cccc(C(F)(F)F)c1, [K+], [K+], C1=C(c2ccccn2)CCNC1. The reactants are Cl[SiH2]Cl, Cl, Cl[Si](Cl)(c1ccccc1)c1ccccc1. The product is Cl[Si](Cl)(Cl)c1ccccc1. RXN SMILES: [Cl:16][SiH2:17][Cl:18].[ClH:19].[c:1]1([Si:7]([Cl:8])([Cl:9])[c:10]2[cH:11][cH:12][cH:13][cH:14][cH:15]2)[cH:2][cH:3][cH:4][cH:5][cH:6]1>>[Si:7]([Cl:8])([Cl:9])([c:10]1[cH:11][cH:12][cH:13][cH:14][cH:15]1)[Cl:16]. Reactants: CN(CCO)C(=O)OC(C)(C)C, CCOC(=O)N=NC(=O)OCC, C1CCOC1, c1ccc(P(c2ccccc2)c2ccccc2)cc1, Oc1cccc2[nH]ccc12. The product is CN(CCOc1cccc2[nH]ccc12)C(=O)OC(C)(C)C. Reaction SMILES: [C:11]([CH3:12])([CH3:13])([CH3:14])[O:15][C:16]([N:17]([CH3:18])[CH2:19][CH2:20][OH:21])=[O:22].[O:23]=[C:24]([O:25][CH2:26][CH3:27])[N:28]=[N:29][C:30]([O:31][CH2:32][CH3:33])=[O:34].[O:54]1[CH2:55][CH2:56][CH2:57][CH2:58]1.[c:35]1([P:36]([c:37]2[cH:38][cH:39][cH:40][cH:41][cH:42]2)[c:43]2[cH:44][cH:45][cH:46][cH:47][cH:48]2)[cH:49][cH:50][cH:51][cH:52][cH:53]1.[nH:1]1[cH:2][cH:3][c:4]2[c:5]([OH:10])[cH:6][cH:7][cH:8][c:9]12>>[nH:1]1[cH:2][cH:3][c:4]2[c:5]([O:10][CH2:20][CH2:19][N:17]([C:16]([O:15][C:11]([CH3:12])([CH3:13])[CH3:14])=[O:22])[CH3:18])[cH:6][cH:7][cH:8][c:9]12. RXN SMILES: [CH2:31]1[O:32][CH2:33][CH2:34][CH2:35]1.[CH3:40][OH:41].[ClH:38].[Li+:36].[OH-:37].[OH2:39].[nH:1]1[n:2][n:3][n:4][c:5]1-[c:6]1[cH:7][cH:8][c:9]2[c:10]3[c:11]([c:12]([NH:16][c:17]4[cH:18][c:19]([C:20](=[O:21])[O:22][CH2:23][CH3:24])[cH:25][cH:26][cH:27]4)[n:13][c:14]2[cH:15]1)[cH:28][cH:29][s:30]3>>[nH:1]1[n:2][n:3][n:4][c:5]1-[c:6]1[cH:7][cH:8][c:9]2[c:10]3[c:11]([c:12]([NH:16][c:17]4[cH:18][c:19]([C:20](=[O:21])[OH:22])[cH:25][cH:26][cH:27]4)[n:13][c:14]2[cH:15]1)[cH:28][cH:29][s:30]3. Yields the product O=C(O)c1cccc(Nc2nc3cc(-c4nnn[nH]4)ccc3c3sccc23)c1. Starting materials: C1CCOC1, CO, Cl, [Li+], [OH-], O, CCOC(=O)c1cccc(Nc2nc3cc(-c4nnn[nH]4)ccc3c3sccc23)c1.